This data is from the Open Reaction Database (ORD), a public repository of structured organic reaction records. The task is: describe an organic reaction: reactants, conditions, products, and yield Reactants: FC1=C(C(=O)NC2=CC=C(C(=O)OC)C=C2)C=CC(=C1)C(F)(F)F (methyl 4-[[2-fluoro-4-(trifluoromethyl)benzoyl]amino]benzoate), [OH-].[Li+] (lithium hydroxide), CO (methanol). Reaction conditions: temperature 50 celsius, time 3 hour. Yields the product FC(OC1=CC=C(OC2=C(C(=O)NC3=CC=C(C(=O)O)C=C3)C=CC(=C2)C(F)(F)F)C=C1)(F)F (4-(2-(4-(trifluoromethoxy)phenoxy)-4-(trifluoromethyl)benzamido)benzoic Acid). Isolated yield 37.0%. RXN SMILES: F[C:2]1[CH:20]=[C:19]([C:21]([F:24])([F:23])[F:22])[CH:18]=[CH:17][C:3]=1[C:4]([NH:6][C:7]1[CH:16]=[CH:15][C:10]([C:11]([O:13]C)=[O:12])=[CH:9][CH:8]=1)=[O:5].[OH-:25].[Li+].[CH3:27][OH:28]>>[F:22][C:21]([F:24])([F:23])[O:25][C:2]1[CH:20]=[CH:19][C:27]([O:28][C:2]2[CH:20]=[C:19]([C:21]([F:22])([F:24])[F:23])[CH:18]=[CH:17][C:3]=2[C:4]([NH:6][C:7]2[CH:16]=[CH:15][C:10]([C:11]([OH:13])=[O:12])=[CH:9][CH:8]=2)=[O:5])=[CH:4][CH:3]=1 |f:1.2|. Reported procedure: To the ester from the previous step were added lithium hydroxide (2M, 450 μL, 0.9 mmol) and methanol (300 μL) and the reaction was stirred at 50° C. for 3 hours. The reaction was filtered and purified by reverse phase preparative chromatography utilizing a gradient of 3 0-99% acetonitrile in water containing HCl as a modifier to yield 4-(2-(4-(trifluoromethoxy)phenoxy)-4-(trifluoromethyl)benzamido)benzoic acid (7) (53.8 mg, 37%). ESI-MS m/z calc. 485.07, found 486.3 (M+1)+; Retention time: 2.05 ... The reactants are NC1=CC=C(C=C1)NC(=O)N1CC2=CC=CC=C2C1 (N-(4-aminophenyl)isoindoline-2-carboxamide), C1(=CC=CC=C1)CCCC(=O)O (4-phenylbutanoic acid), O.ON1N=NC2=C1C=CC=C2 (1-hydroxybenzotriazole hydrate), CN1CCOCC1 (N-methylmorpholine), Cl.CN(CCCN=C=NCC)C (N-(3-dimethylaminopropyl)-N′-ethylcarbodiimide hydrochloride). Run in CN(C=O)C (N,N-dimethylformamide), O (water). Conditions: time 8 hour. Yields the product [N+](=O)([O-])C1=CC=C(C=C1)NC(=O)N1CC2=CC=CC=C2C1 (N-(4-nitrophenyl)isoindoline-2-carboxamide). Reaction SMILES: NC1C=CC([NH:8][C:9]([N:11]2[CH2:19][C:18]3[C:13](=[CH:14][CH:15]=[CH:16][CH:17]=3)[CH2:12]2)=[O:10])=CC=1.C1(CCCC(O)=[O:30])C=CC=CC=1.O.[OH:33][N:34]1[C:38]2[CH:39]=[CH:40][CH:41]=[CH:42][C:37]=2N=N1.CN1CCOCC1.Cl.CN(C)CCCN=C=NCC>CN(C)C=O.O>[N+:34]([C:38]1[CH:37]=[CH:42][C:41]([NH:8][C:9]([N:11]2[CH2:19][C:18]3[C:13](=[CH:14][CH:15]=[CH:16][CH:17]=3)[CH2:12]2)=[O:10])=[CH:40][CH:39]=1)([O-:33])=[O:30] |f:2.3,5.6|. Reported procedure: A solution of N-(4-aminophenyl)isoindoline-2-carboxamide (100 mg, 0.395 mmol), 4-phenylbutanoic acid (78 mg, 0.474 mmol), 1-hydroxybenzotriazole hydrate (66.5 mg, 0.434 mmol) and N-methylmorpholine (0.109 ml, 0.987 mmol) in N,N-dimethylformamide (1.771 ml) at room temperature was treated with N-(3-dimethylaminopropyl)-N′-ethylcarbodiimide hydrochloride (136 mg, 0.711 mmol). The mixture was stirred overnight and diluted with water (10 ml); the resulting suspension was filtered with water washes t... Reactants: N1N=CN=C1 (1,2,4-triazole), C([O-])([O-])=O.[K+].[K+] (Potassium carbonate), [I-].[K+] (potassium iodide), BrCC1=CC=C(C#N)C=C1 (4-bromomethylbenzonitrile). Solvent: C(C)(=O)O (acetic acid), CO (methanol), CC(=O)C (acetone). The product is N1N=C(N=C1)CC1=C(C#N)C=CC=C1 ((1-(1,2,4-triazolyl)methyl]benzonitrile), crude residue. As a reaction SMILES: [C:1](=O)([O-])[O-].[K+].[K+].[I-].[K+].BrC[C:11]1[CH:18]=[CH:17][C:14]([C:15]#[N:16])=[CH:13][CH:12]=1.[NH:19]1[CH:23]=[N:22][CH:21]=[N:20]1>CC(C)=O.CO.C(O)(=O)C>[NH:19]1[CH:23]=[N:22][C:21]([CH2:1][C:13]2[CH:12]=[CH:11][CH:18]=[CH:17][C:14]=2[C:15]#[N:16])=[N:20]1 |f:0.1.2,3.4|. Procedure: Potassium carbonate (70 g, 0.507 mole) and potassium iodide (8.4 g, 0.051 mole) were added to a solution of 4-bromomethylbenzonitrile (100 g, 0.510 mole) in acetone (500 ml). To this reaction mixture, a solution of 1,2,4-triazole (35 g, 0.507 mole) in methanol (500 ml) was slowly added under nitrogen at 25 to 35° C. over a period of 1 hour. The reaction mixture was stirred for a further two to four hours and, after completion of the reaction, the solid was filtered and the filtrate was concentra... Reactants: CCCc1nc2cc(NCc3ccccc3)ccc2n1CC(=O)OC(C)(C)C, CN(C)c1ccncc1, CCN(C(C)C)C(C)C, O=C(Cl)c1cccc(Cl)c1, ClCCl, Cl. Yields the product CCCc1nc2cc(N(Cc3ccccc3)C(=O)c3cccc(Cl)c3)ccc2n1CC(=O)OC(C)(C)C. As a reaction SMILES: [C:11]([CH3:12])([CH3:13])([CH3:14])[O:15][C:16]([CH2:17][n:18]1[c:19]([CH2:35][CH2:36][CH3:37])[n:20][c:21]2[c:22]1[cH:23][cH:24][c:25]([NH:27][CH2:28][c:29]1[cH:30][cH:31][cH:32][cH:33][cH:34]1)[cH:26]2)=[O:38].[CH3:48][N:49]([c:50]1[cH:51][cH:52][n:53][cH:54][cH:55]1)[CH3:56].[CH:39]([N:40]([CH2:41][CH3:42])[CH:43]([CH3:44])[CH3:45])([CH3:46])[CH3:47].[Cl:1][c:2]1[cH:3][c:4]([C:5](=[O:6])[Cl:7])[cH:8][cH:9][cH:10]1.[Cl:57][CH2:58][Cl:59].[ClH:60]>>[Cl:1][c:2]1[cH:3][c:4]([C:5](=[O:6])[N:27]([c:25]2[cH:24][cH:23][c:22]3[n:18]([CH2:17][C:16]([O:15][C:11]([CH3:12])([CH3:13])[CH3:14])=[O:38])[c:19]([CH2:35][CH2:36][CH3:37])[n:20][c:21]3[cH:26]2)[CH2:28][c:29]2[cH:30][cH:31][cH:32][cH:33][cH:34]2)[cH:8][cH:9][cH:10]1. Reactants: CCOCC, [Cl-], [H-], O=C(Oc1ccc([N+](=O)[O-])cc1)N1CC(Oc2ccc(I)cn2)C1, Nc1ccncn1, [NH4+], [Na+], CN(C)C=O. Yields the product O=C(Nc1ccncn1)N1CC(Oc2ccc(I)cn2)C1. As a reaction SMILES: [CH3:41][CH2:42][O:43][CH2:44][CH3:45].[Cl-:34].[H-:8].[N+:10]([c:11]1[cH:12][cH:13][c:14]([O:19][C:20](=[O:15])[N:22]2[CH2:23][CH:24]([O:26][c:27]3[n:28][cH:29][c:30]([I:33])[cH:31][cH:32]3)[CH2:25]2)[cH:16][cH:17]1)([O-:18])=[O:21].[NH2:1][c:2]1[n:3][cH:4][n:5][cH:6][cH:7]1.[NH4+:35].[Na+:9].[O:36]=[CH:37][N:38]([CH3:39])[CH3:40]>>[NH:1]([c:2]1[n:3][cH:4][n:5][cH:6][cH:7]1)[C:20](=[O:19])[N:22]1[CH2:23][CH:24]([O:26][c:27]2[n:28][cH:29][c:30]([I:33])[cH:31][cH:32]2)[CH2:25]1. Reactants: BrC1=C(C=CC(=C1)Cl)Cl (1-bromo-2,5-dichlorobenzene), C(CS)(=O)O (thioglycolic acid), [OH-].[Na+] (sodium hydroxide). The solvent is CS(=O)C (dimethylsulfoxide). Reaction conditions: temperature 120 celsius, time 4 hour. The product is ClC1=C(C=C(C=C1)Cl)S (2,5-dichlorothiophenol). As a reaction SMILES: Br[C:2]1[CH:7]=[C:6]([Cl:8])[CH:5]=[CH:4][C:3]=1[Cl:9].C(O)(=O)C[SH:12].[OH-].[Na+]>CS(C)=O>[Cl:9][C:3]1[CH:4]=[CH:5][C:6]([Cl:8])=[CH:7][C:2]=1[SH:12] |f:2.3|. Procedure: To a 300 ml four-necked flask equipped with a stirrer, a thermometer and a condenser were charged 24.9 g (0.110 mol) of 1-bromo-2,5-dichlorobenzene, 13.19 g (0.143 mol) of thioglycolic acid, 12.06 g (0.286 mol) of 95% sodium hydroxide and 100 g of dimethylsulfoxide, followed by stirring at 120° C. for 4 hours. After cooling until 100° C., 2,5-dichlorothiophenol salt produced as the side product was treated with 5.13 g (0.044 mol) of sodium monochloroacetate at the same temperature for 1 hour. Th... Starting materials: CCCCC(=O)Cl, ClCCl, Cc1c(Br)cnc(N)c1[N+](=O)[O-], O, c1ccncc1. Product: CCCCC(=O)Nc1ncc(Br)c(C)c1[N+](=O)[O-]. Reaction SMILES: [C:19]([CH2:20][CH2:21][CH2:22][CH3:23])(=[O:24])[Cl:25].[CH2:26]([Cl:27])[Cl:28].[NH2:1][c:2]1[n:3][cH:4][c:5]([Br:12])[c:6]([CH3:11])[c:7]1[N+:8](=[O:9])[O-:10].[OH2:29].[cH:13]1[cH:14][cH:15][n:16][cH:17][cH:18]1>>[NH:1]([c:2]1[n:3][cH:4][c:5]([Br:12])[c:6]([CH3:11])[c:7]1[N+:8](=[O:9])[O-:10])[C:19]([CH2:20][CH2:21][CH2:22][CH3:23])=[O:24]. Reactants: FC1=C(C=C(C)C)C=CC(=C1)N(CC#C)C1CCC2=C1C=C1C(N(C(=NC1=C2)C)COC(C(C)(C)C)=O)=O (o-Fluoro-p-[N-((6RS)-2-methyl-4-oxo-3-pivaloyloxymethyl-3,4,7,8-tetrahydro-6H-cyclopenta[g]quinazolin-6-yl)-N-(prop-2-ynyl)amino]-β,β-dimethylstyrene), O=[O+][O-] (ozone). Solvent: C(Cl)Cl (methylene chloride), C(C)O (ethanol). Reaction conditions: temperature -70 celsius. Product: FC1=C(C=O)C=CC(=C1)N(CC#C)C1CCC2=C1C=C1C(N(C(=NC1=C2)C)COC(C(C)(C)C)=O)=O (o-Fluoro-p-[N-((6RS)--2-methyl-4-oxo-3-pivaloyloxymethyl-3,4,7,8-tetrahydro-6H-cyclopenta[g]quinazolin-6-yl)-N-(prop-2-ynyl)amino]benzaldehyde). RXN SMILES: [F:1][C:2]1[CH:11]=[C:10]([N:12]([CH:16]2[C:20]3[CH:21]=[C:22]4[C:27](=[CH:28][C:19]=3[CH2:18][CH2:17]2)[N:26]=[C:25]([CH3:29])[N:24]([CH2:30][O:31][C:32](=[O:37])[C:33]([CH3:36])([CH3:35])[CH3:34])[C:23]4=[O:38])[CH2:13][C:14]#[CH:15])[CH:9]=[CH:8][C:3]=1[CH:4]=C(C)C.[O:39]=[O+][O-]>C(Cl)Cl.C(O)C>[F:1][C:2]1[CH:11]=[C:10]([N:12]([CH:16]2[C:20]3[CH:21]=[C:22]4[C:27](=[CH:28][C:19]=3[CH2:18][CH2:17]2)[N:26]=[C:25]([CH3:29])[N:24]([CH2:30][O:31][C:32](=[O:37])[C:33]([CH3:35])([CH3:36])[CH3:34])[C:23]4=[O:38])[CH2:13][C:14]#[CH:15])[CH:9]=[CH:8][C:3]=1[CH:4]=[O:39]. Procedure: o-Fluoro-p-[N-((6RS)-2-methyl-4-oxo-3-pivaloyloxymethyl-3,4,7,8-tetrahydro-6H-cyclopenta[g]quinazolin-6-yl)-N-(prop-2-ynyl)amino]-β,β-dimethylstyrene (0.626 g) was dissolved in a mixture of methylene chloride (2 ml) and ethanol (250 ml). The mixture was cooled to -70° C. and ozone gas was passed into the solution for 7.5 minutes. Argon gas was bubbled into the solution for 5 minutes. Dimethyl sulphide (4 ml) was added and the mixture was allowed to warm to ambient temperature. The mixture was ev...